From a dataset of the Open Reaction Database (ORD), a public repository of structured organic reaction records. describe an organic reaction: reactants, conditions, products, and yield The reactants are Cl.Cl.C(C)(=N)N1C[C@H](CC1)OC1=CC=C(C=C1)C(C(=O)O)CC1=CC2=CC(=CC=C2C=C1)C(N)=N ((+)-2-[4-[((3S)-1-acetimidoyl-3-pyrrolidinyl)oxy]phenyl]-3-(7-amidino-2-naphthyl)propionic acid dihydrochloride). The solvent is O (water). Yields the product O.O.O.O.O.Cl.C(C)(=N)N1C[C@H](CC1)OC1=CC=C(C=C1)C(C(=O)O)CC1=CC2=CC(=CC=C2C=C1)C(N)=N ((+)-2-[4-[((3S)-1-acetimidoyl-3-pyrrolidinyl)oxy]phenyl]-3-(7-amidino-2-naphthyl)propionic acid hydrochloride pentahydrate). The yield is 372.5%. Reaction SMILES: [ClH:1].Cl.[C:3]([N:6]1[CH2:10][CH2:9][C@H:8]([O:11][C:12]2[CH:17]=[CH:16][C:15]([CH:18]([CH2:22][C:23]3[CH:32]=[CH:31][C:30]4[C:25](=[CH:26][C:27]([C:33](=[NH:35])[NH2:34])=[CH:28][CH:29]=4)[CH:24]=3)[C:19]([OH:21])=[O:20])=[CH:14][CH:13]=2)[CH2:7]1)(=[NH:5])[CH3:4]>O>[OH2:11].[OH2:11].[OH2:11].[OH2:11].[OH2:11].[ClH:1].[C:3]([N:6]1[CH2:10][CH2:9][C@H:8]([O:11][C:12]2[CH:17]=[CH:16][C:15]([CH:18]([CH2:22][C:23]3[CH:32]=[CH:31][C:30]4[C:25](=[CH:26][C:27]([C:33](=[NH:34])[NH2:35])=[CH:28][CH:29]=4)[CH:24]=3)[C:19]([OH:21])=[O:20])=[CH:14][CH:13]=2)[CH2:7]1)(=[NH:5])[CH3:4] |f:0.1.2,4.5.6.7.8.9.10|. Procedure details: 102.6 g of (+)-2-[4-[((3S)-1-acetimidoyl-3-pyrrolidinyl)oxy]phenyl]-3-(7-amidino-2-naphthyl)propionic acid dihydrochloride was dissolved in 1,000 ml of water. With stirring, the thus prepared solution was adjusted to pH 4.8 by gradually adding a strongly basic OH type ion exchange resin (Amberlite IRA-410). Thereafter, the resin was removed by filtration, and the resulting filtrate was concentrated to dryness. The thus obtained residue (94.6 g) was dissolved in 142 ml of water, and the solution ... Reactants: solution, C1(=CC=CC=C1)[Mg]Br (phenyl magnesium bromide), O=C1C2CC(CC1CC2)N2C[C@@H](CC2)NC(OC(C)(C)C)=O (tert-Butyl [(3R)-1-(8-oxobicyclo[3.2.1]oct-3-yl)pyrrolidin-3-yl]carbamate). The solvent is C1CCOC1 (THF), C1CCOC1 (THF). Reaction conditions: temperature -78 celsius, time 3 hour. The product is OC1(C2CC(CC1CC2)N2C[C@@H](CC2)NC(OC(C)(C)C)=O)C2=CC=CC=C2 (tert-Butyl [(3R)-1-(8-hydroxy-8-phenylbicyclo[3.2.1]oct-3-yl)pyrrolidin-3-yl]carbamate). As a reaction SMILES: [O:1]=[C:2]1[CH:7]2[CH2:8][CH2:9][CH:3]1[CH2:4][CH:5]([N:10]1[CH2:14][CH2:13][C@@H:12]([NH:15][C:16](=[O:22])[O:17][C:18]([CH3:21])([CH3:20])[CH3:19])[CH2:11]1)[CH2:6]2.[C:23]1([Mg]Br)[CH:28]=[CH:27][CH:26]=[CH:25][CH:24]=1>C1COCC1>[OH:1][C:2]1([C:23]2[CH:28]=[CH:27][CH:26]=[CH:25][CH:24]=2)[CH:7]2[CH2:8][CH2:9][CH:3]1[CH2:4][CH:5]([N:10]1[CH2:14][CH2:13][C@@H:12]([NH:15][C:16](=[O:22])[O:17][C:18]([CH3:19])([CH3:21])[CH3:20])[CH2:11]1)[CH2:6]2. Reported procedure: To a solution of the ketone obtained in Step B (65 mg, 0.21 mmol) in THF (2 mL) cooled in an ice bath was added a 1 M solution of phenyl magnesium bromide in THF (0.25 mL). After being stirred at −78° C. for 3 hours, the reaction was quenched with aqueous ammonium chloride. The resulting solution was extracted with EtOAc 3 times. The combined EtOAc layers were dried over MgSO4 and concentrated. Flash chromatography on silica gel eluting with 5%, 10% and 50% MeOH/CH2Cl2 provided 27 mg of the titl... Starting materials: CI, COc1cc2c(c(Cl)c1Cl)C(=O)C(C)C2C, COCCOC, [H-], [Na+]. Yields the product COc1cc2c(c(Cl)c1Cl)C(=O)C(C)(C)C2C. Reaction SMILES: [CH3:19][I:20].[CH3:1][CH:2]1[C:3](=[O:16])[c:4]2[c:5]([Cl:15])[c:6]([Cl:14])[c:7]([O:12][CH3:13])[cH:8][c:9]2[CH:10]1[CH3:11].[CH3:21][O:22][CH2:23][CH2:24][O:25][CH3:26].[H-:17].[Na+:18]>>[CH3:1][C:2]1([CH3:19])[C:3](=[O:16])[c:4]2[c:5]([Cl:15])[c:6]([Cl:14])[c:7]([O:12][CH3:13])[cH:8][c:9]2[CH:10]1[CH3:11].